From a dataset of the Open Reaction Database (ORD), a public repository of structured organic reaction records. describe an organic reaction: reactants, conditions, products, and yield Reactants: [BH4-], CO, CC=O, CCOc1cc(N)c(Cl)cc1C(=O)NCC1CN(CC2CCNCC2)CCO1, [Na+]. Product: CCOc1cc(N)c(Cl)cc1C(=O)NCC1CN(CC2CCN(CC)CC2)CCO1. RXN SMILES: [BH4-:32].[CH3:34][OH:35].[CH:29]([CH3:30])=[O:31].[NH2:1][c:2]1[cH:3][c:4]([O:26][CH2:27][CH3:28])[c:5]([C:6](=[O:7])[NH:8][CH2:9][CH:10]2[O:11][CH2:12][CH2:13][N:14]([CH2:16][CH:17]3[CH2:18][CH2:19][NH:20][CH2:21][CH2:22]3)[CH2:15]2)[cH:23][c:24]1[Cl:25].[Na+:33]>>[NH2:1][c:2]1[cH:3][c:4]([O:26][CH2:27][CH3:28])[c:5]([C:6](=[O:7])[NH:8][CH2:9][CH:10]2[O:11][CH2:12][CH2:13][N:14]([CH2:16][CH:17]3[CH2:18][CH2:19][N:20]([CH2:29][CH3:30])[CH2:21][CH2:22]3)[CH2:15]2)[cH:23][c:24]1[Cl:25]. Reactants: Brc1ncccn1, C#CCCO, CC#N, C1CCC(NC2CCCCC2)CC1, [Cu]. Yields the product OCCC#Cc1ncccn1. RXN SMILES: [Br:1][c:2]1[n:3][cH:4][cH:5][cH:6][n:7]1.[CH2:8]([CH2:9][C:10]#[CH:11])[OH:12].[CH3:27][C:28]#[N:29].[CH:13]1([NH:14][CH:15]2[CH2:16][CH2:17][CH2:18][CH2:19][CH2:20]2)[CH2:21][CH2:22][CH2:23][CH2:24][CH2:25]1.[Cu:26]>>[c:2]1([C:11]#[C:10][CH2:9][CH2:8][OH:12])[n:3][cH:4][cH:5][cH:6][n:7]1. Reactants: ( 10 ), ClC=1C=C(C=CC1)C(CNC(CC1=CC2=C(OC(O2)(C(=O)O)C(=O)O)C=C1)C)O (5-{2-[2-(3-chloro-phenyl)-2-hydroxy-ethylamino]-propyl}-benzo[1,3]dioxole-2,2-dicarboxylic acid), C1(CCCCC1)O (cyclohexanol), Cl (HCl). Product: Cl.C1(CCCCC1)OC(=O)C1(OC2=C(O1)C=CC(=C2)CC(C)NCC(O)C2=CC(=CC=C2)Cl)C(=O)OC2CCCCC2 (5-{2-[2-(3-Chloro-phenyl)-2-hydroxy-ethylamino]-propyl}-benzo[1,3]dioxole-2,2-dicarboxylic acid bis-(cyclohexyl) ester hydrochloride salt). Reaction SMILES: [Cl:1][C:2]1[CH:3]=[C:4]([CH:8]([OH:29])[CH2:9][NH:10][CH:11]([CH3:28])[CH2:12][C:13]2[CH:27]=[CH:26][C:16]3[O:17][C:18]([C:23]([OH:25])=[O:24])([C:20]([OH:22])=[O:21])[O:19][C:15]=3[CH:14]=2)[CH:5]=[CH:6][CH:7]=1.[CH:30]1(O)[CH2:35][CH2:34][CH2:33][CH2:32][CH2:31]1.Cl>>[ClH:1].[CH:30]1([O:24][C:23]([C:18]2([C:20]([O:22][CH:2]3[CH2:3][CH2:4][CH2:5][CH2:6][CH2:7]3)=[O:21])[O:17][C:16]3[CH:26]=[CH:27][C:13]([CH2:12][CH:11]([NH:10][CH2:9][CH:8]([C:4]4[CH:5]=[CH:6][CH:7]=[C:2]([Cl:1])[CH:3]=4)[OH:29])[CH3:28])=[CH:14][C:15]=3[O:19]2)=[O:25])[CH2:35][CH2:34][CH2:33][CH2:32][CH2:31]1 |f:3.4|. Procedure details: The title compound was prepared from 5-{2-[2-(3-chloro-phenyl)-2-hydroxy-ethylamino]-propyl}-benzo[1,3]dioxole-2,2-dicarboxylic acid and cyclohexanol according to the procedure of Example 1 as a yellow gum: 1H NMR (300 MHz, CDCl3): δ 1.10-1.40 (complex m, 7H), 1.45-1.60 (brm, 4H), 1.63-1.81 (brm, 8H), 1.82-1.95 (brm, 4H), 2.72-2.90 (brm, 1H), 3.10-3.30 (brm, 2H), 3.37-3.55 (m, 2H), 4.90-5.03 (m, 2H), 5.37-5.52 (brs, 1H), 6.71-6.90 (complex m, 4H), 7.20-7.32 (m, 2H), 7.44 (s, 1H), 8.55-8.80 (brs,... Starting materials: C(\C=C/C(=O)O)(=O)O (maleic acid), BrC1=CC=C(C=C1)C(C#N)C1=CC=CC=C1 (2-(4-bromophenyl)-2-phenylacetonitrile), maleate salt, [H-].[Na+] (sodium hydride), Cl.ClCC=1N=CNC1 (4-chloromethylimidazole hydrochloride). Solvent: CN(C=O)C (dimethylformamide), CN(C=O)C (dimethylformamide). Run at temperature 100 celsius, time 5 hour. Yields the product N1C=NC(=C1)CC(C#N)(C1=CC=CC=C1)C1=CC=C(C=C1)Br (3-(imidazol-4-yl)-2-(4-bromophenyl)-2-phenylpropanenitrile). RXN SMILES: [Br:1][C:2]1[CH:7]=[CH:6][C:5]([CH:8]([C:11]2[CH:16]=[CH:15][CH:14]=[CH:13][CH:12]=2)[C:9]#[N:10])=[CH:4][CH:3]=1.[H-].[Na+].Cl.Cl[CH2:21][C:22]1[N:23]=[CH:24][NH:25][CH:26]=1.C(O)(=O)/C=C\C(O)=O>CN(C)C=O>[NH:25]1[CH:26]=[C:22]([CH2:21][C:8]([C:5]2[CH:4]=[CH:3][C:2]([Br:1])=[CH:7][CH:6]=2)([C:11]2[CH:12]=[CH:13][CH:14]=[CH:15][CH:16]=2)[C:9]#[N:10])[N:23]=[CH:24]1 |f:1.2,3.4|. Reported procedure: A 10.0 g. portion of 2-(4-bromophenyl)-2-phenylacetonitrile was mixed with 1.76 g. of 50% sodium hydride in 20 ml. of dimethylformamide, and 2.81 g. of 4-chloromethylimidazole hydrochloride in 20 ml. of dimethylformamide was added. The reaction mixture was then stirred at 100° C. for 5 hours, and at ambient temperature for 16 hours. The reaction mixture was worked up as described in Example 1 to obtain 6.1 g. of the free base of the compound named in the heading above. The compound was converted... Run in C(C)O (ethanol). The reactants are O1CCCC1 (tetrahydrofuran), Cl (hydrochloric acid), C(C)(=O)NC=1SC(=CN1)SC1=NC=CC=C1O (2-acetylamino-5-(3-hydroxypyridin-2-ylthio)thiazole). Reported procedure: A mixture of 2-acetylamino-5-(3-hydroxypyridin-2-ylthio)thiazole (2 g) in a mixture of ethanol (40 ml), tetrahydrofuran (20 ml) and aqueous 6N-hydrochloric acid (13 ml) was refluxed for 5 hours with stirring. The reaction mixture was concentrated under reduced pressure and the residue was dissolved in water. The solution was adjusted to pH 8.5 using aqueous sodium bicarbonate and extracted with a mixture of tetrahydrofuran and ethyl acetate (1:1). The organic layer was washed with aqueous satura... Yield: 68.2%. Product: NC=1SC(=CN1)SC1=NC=CC=C1O (2-amino-5-(3-hydroxypyridin-2-ylthio)thiazole). Reaction SMILES: C([NH:4][C:5]1[S:6][C:7]([S:10][C:11]2[C:16]([OH:17])=[CH:15][CH:14]=[CH:13][N:12]=2)=[CH:8][N:9]=1)(=O)C.O1CCCC1.Cl>C(O)C>[NH2:4][C:5]1[S:6][C:7]([S:10][C:11]2[C:16]([OH:17])=[CH:15][CH:14]=[CH:13][N:12]=2)=[CH:8][N:9]=1. The reactants are C1(=CC=CC=C1)COC(=O)N[C@H](C(CN[C@@H](CC1=CC=CC=C1)C(=O)OCC1=CC=CC=C1)O)CC1=CC=CC=C1 (N-[(3S)-3-[[(Phenylmethoxy)carbonyl]amino]-2-hydroxy-4-phenylbutyl]-L-phenylalanine, phenylmethyl ester), Cl (hydrogen chloride). Reagents/catalysts: [Pd] (palladium on carbon). The solvent is C(C)O (ethanol). Conditions: time 17 hour. Yields the product Cl.Cl.N[C@H](C(CN[C@@H](CC1=CC=CC=C1)C(=O)O)O)CC1=CC=CC=C1 (N-[(3S)-3-Amino-2-hydroxy-4-phenylbutyl]-L-phenylalanine, dihydrochloride). RXN SMILES: C1(COC([NH:11][C@@H:12]([CH2:35][C:36]2[CH:41]=[CH:40][CH:39]=[CH:38][CH:37]=2)[CH:13]([OH:34])[CH2:14][NH:15][C@H:16]([C:24]([O:26]CC2C=CC=CC=2)=[O:25])[CH2:17][C:18]2[CH:23]=[CH:22][CH:21]=[CH:20][CH:19]=2)=O)C=CC=CC=1.[ClH:42]>C(O)C.[Pd]>[ClH:42].[ClH:42].[NH2:11][C@@H:12]([CH2:35][C:36]1[CH:41]=[CH:40][CH:39]=[CH:38][CH:37]=1)[CH:13]([OH:34])[CH2:14][NH:15][C@H:16]([C:24]([OH:26])=[O:25])[CH2:17][C:18]1[CH:23]=[CH:22][CH:21]=[CH:20][CH:19]=1 |f:4.5.6|. Procedure details: To a solution of N-[(3S)-3-[[(Phenylmethoxy)carbonyl]amino]-2-hydroxy-4-phenylbutyl]-L-phenylalanine, phenylmethyl ester (1.14 g, 2.06 mmol) in 30 ml of 95% ethanol was added 4.2 ml of lN hydrogen chloride and 250 mg of 10% palladium on carbon catalyst. The reaction mixture was stirred at room temperature under an atmosphere of hydrogen. A white precipitate which separated upon addition of the aqueous hydrogen chloride redissolved as the reaction proceeded. After 17 hours, the catalyst was filte... Reactants: FC(C(=O)O)(F)F.C(C)N(C)CC1=CC(=CS1)C=1C=C2C(=CNC2=C(C1)C(=O)N)C1CCN(CC1)S(=O)(=O)CC (5-(5-{[ethyl(methyl)amino]methyl}-3-thienyl)-3-[1-(ethylsulfonyl)-4-piperidinyl]-1H-indole-7-carboxamide trifluoroacetate), CNCC (N-methylethanamine). Product: FC(C(=O)O)(F)F.C(C)S(=O)(=O)N1CCC(CC1)C1=CNC2=C(C=C(C=C12)C1=CSC(=C1)CN(CC1=CC=NC=C1)C)C(=O)N (3-[1-(ethylsulfonyl)-4-piperidinyl]-5-(5-{[methyl(4-pyridinylmethyl)amino]methyl}-3-thienyl)-1H-indole-7-carboxamide trifluoroacetate). The yield is 46.6%. As a reaction SMILES: [F:1][C:2]([F:7])([F:6])[C:3]([OH:5])=[O:4].[CH2:8]([N:10]([CH2:12][C:13]1[S:17][CH:16]=[C:15]([C:18]2[CH:19]=[C:20]3[C:24](=[C:25]([C:27]([NH2:29])=[O:28])[CH:26]=2)[NH:23][CH:22]=[C:21]3[CH:30]2[CH2:35][CH2:34][N:33]([S:36]([CH2:39][CH3:40])(=[O:38])=[O:37])[CH2:32][CH2:31]2)[CH:14]=1)[CH3:11])[CH3:9].[CH3:41][NH:42][CH2:43][CH3:44]>>[F:1][C:2]([F:7])([F:6])[C:3]([OH:5])=[O:4].[CH2:39]([S:36]([N:33]1[CH2:34][CH2:35][CH:30]([C:21]2[C:20]3[C:24](=[C:25]([C:27]([NH2:29])=[O:28])[CH:26]=[C:18]([C:15]4[CH:14]=[C:13]([CH2:12][N:10]([CH3:11])[CH2:8][C:9]5[CH:2]=[CH:41][N:42]=[CH:43][CH:44]=5)[S:17][CH:16]=4)[CH:19]=3)[NH:23][CH:22]=2)[CH2:31][CH2:32]1)(=[O:37])=[O:38])[CH3:40] |f:0.1,3.4|. Procedure: The title compound was prepared according to the general procedure of 5-(5-{[ethyl(methyl)amino]methyl}-3-thienyl)-3-[1-(ethylsulfonyl)-4-piperidinyl]-1H-indole-7-carboxamide trifluoroacetate, substituting methyl(4-pyridinylmethyl)amine (122 mg, 1.0 mmol) for N-methylethanamine to afford 31.0 mg of the title compound (46.6%). Reactants: C1CCOC1, CCOC(C)=O, CN1CCNCC1, Fc1ccc(Br)cn1. Product: CN1CCN(c2ccc(Br)cn2)CC1. As a reaction SMILES: [CH2:16]1[O:17][CH2:18][CH2:19][CH2:20]1.[CH3:21][CH2:22][O:23][C:24]([CH3:25])=[O:26].[CH3:9][N:10]1[CH2:11][CH2:12][NH:13][CH2:14][CH2:15]1.[F:1][c:2]1[n:3][cH:4][c:5]([Br:8])[cH:6][cH:7]1>>[c:2]1([N:13]2[CH2:12][CH2:11][N:10]([CH3:9])[CH2:15][CH2:14]2)[n:3][cH:4][c:5]([Br:8])[cH:6][cH:7]1.